From a dataset of the Open Reaction Database (ORD), a public repository of structured organic reaction records. describe an organic reaction: reactants, conditions, products, and yield The reactants are C=CC=O, Cc1ccc(CC2CNCCN2C(=O)c2cc(C(F)(F)F)cc(C(F)(F)F)c2)cc1C, C1CCC2=NCCCN2CC1, C1CCOC1, O. The product is Cc1ccc(CC2CN(CCC=O)CCN2C(=O)c2cc(C(F)(F)F)cc(C(F)(F)F)c2)cc1C. Reaction SMILES: [CH:43](=[O:44])[CH:45]=[CH2:46].[F:1][C:2]([c:3]1[cH:4][c:5]([C:6](=[O:7])[N:8]2[CH:9]([CH2:14][c:15]3[cH:16][c:17]([CH3:22])[c:18]([CH3:21])[cH:19][cH:20]3)[CH2:10][NH:11][CH2:12][CH2:13]2)[cH:23][c:24]([C:26]([F:27])([F:28])[F:29])[cH:25]1)([F:30])[F:31].[N:32]12[CH2:33][CH2:34][CH2:35][N:36]=[C:37]1[CH2:38][CH2:39][CH2:40][CH2:41][CH2:42]2.[O:47]1[CH2:48][CH2:49][CH2:50][CH2:51]1.[OH2:52]>>[F:1][C:2]([c:3]1[cH:4][c:5]([C:6](=[O:7])[N:8]2[CH:9]([CH2:14][c:15]3[cH:16][c:17]([CH3:22])[c:18]([CH3:21])[cH:19][cH:20]3)[CH2:10][N:11]([CH2:46][CH2:45][CH:43]=[O:44])[CH2:12][CH2:13]2)[cH:23][c:24]([C:26]([F:27])([F:28])[F:29])[cH:25]1)([F:30])[F:31]. Isolated yield 89.7%. Reported procedure: A solution of isopropyl magnesium chloride in ether is prepared by dropwise adding a solution of 410 grams (3.45 moles) of isopropyl chloride in 700 ml of dry ether to a stirred slurry of 76.5 grams of magnesium (3.15 moles) in 600 ml of dry ether under nitrogen at reflux. The resulting solution is stirred at reflux for 30 minutes. A solution of 372 grams of 4-methyl-3-cyclohexenecarboxaldehyde (3.38 moles) in 200 ml of ether is then added to the reaction mixture over a period of 1 hour at reflu... Run at temperature 0 celsius. Yields the product C(C)(C)[Mg]Cl (isopropyl magnesium chloride), C(C)(C)C1OC2(CCC1CC2)C (3-isopropyl-1-methyl-2-oxabicyclo[2.2.2]octane). As a reaction SMILES: [CH:1]([Cl:4])([CH3:3])[CH3:2].[Mg:5].[CH3:6][C:7]1[CH2:12][CH2:11][CH:10]([CH:13]=[O:14])[CH2:9][CH:8]=1.S(=O)(=O)(O)O>CCOCC>[CH:7]([Mg:5][Cl:4])([CH3:12])[CH3:6].[CH:1]([CH:13]1[CH:10]2[CH2:11][CH2:12][C:7]([CH3:6])([CH2:8][CH2:9]2)[O:14]1)([CH3:3])[CH3:2]. The reactants are CC1=CCC(CC1)C=O (4-methyl-3-cyclohexenecarboxaldehyde), S(O)(O)(=O)=O (sulfuric acid), C(C)(C)Cl (isopropyl chloride), [Mg] (magnesium). Solvent: CCOCC (ether), CCOCC (ether), CCOCC (ether), CCOCC (ether), CCOCC (ether). Starting materials: Cl.N[C@H]1CC[C@H](CC1)NC(=O)C1=C(NC=2C1=NC=CC2C2=C(C=C(C(=C2)F)OC)OCC2CC2)C (N-(cis-4-aminocyclohexyl)-7-[2-(cyclopropylmethoxy)-5-fluoro-4-methoxyphenyl]-2-methyl-1H-pyrrolo[3,2-b]pyridine-3-carboxamide hydrochloride), C(C)(=O)O[C@H](C(=O)Cl)C ((2S)-1-chloro-1-oxopropan-2-yl acetate). Yields the product C1(CC1)COC1=C(C=C(C(=C1)OC)F)C1=C2C(=NC=C1)C(=C(N2)C)C(=O)N[C@@H]2CC[C@@H](CC2)NC([C@H](C)OC)=O (7-[2-(Cyclopropylmethoxy)-5-fluoro-4-methoxyphenyl]-N-(cis-4-{[(2S)-2-methoxypropanoyl]amino}cyclohexyl)-2-methyl-1H-pyrrolo[3,2-b]pyridine-3-carboxamide). RXN SMILES: Cl.[NH2:2][C@@H:3]1[CH2:8][CH2:7][C@H:6]([NH:9][C:10]([C:12]2[C:16]3=[N:17][CH:18]=[CH:19][C:20]([C:21]4[CH:26]=[C:25]([F:27])[C:24]([O:28][CH3:29])=[CH:23][C:22]=4[O:30][CH2:31][CH:32]4[CH2:34][CH2:33]4)=[C:15]3[NH:14][C:13]=2[CH3:35])=[O:11])[CH2:5][CH2:4]1.[C:36]([O:39][C@@H:40]([CH3:44])[C:41](Cl)=[O:42])(=O)C>>[CH:32]1([CH2:31][O:30][C:22]2[CH:23]=[C:24]([O:28][CH3:29])[C:25]([F:27])=[CH:26][C:21]=2[C:20]2[CH:19]=[CH:18][N:17]=[C:16]3[C:12]([C:10]([NH:9][C@H:6]4[CH2:7][CH2:8][C@@H:3]([NH:2][C:41](=[O:42])[C@@H:40]([O:39][CH3:36])[CH3:44])[CH2:4][CH2:5]4)=[O:11])=[C:13]([CH3:35])[NH:14][C:15]=23)[CH2:33][CH2:34]1 |f:0.1|. Procedure: Starting from N-(cis-4-aminocyclohexyl)-7-[2-(cyclopropylmethoxy)-5-fluoro-4-methoxyphenyl]-2-methyl-1H-pyrrolo[3,2-b]pyridine-3-carboxamide hydrochloride (example D.f28) and commercially available (2S)-1-chloro-1-oxopropan-2-yl acetate the title compound is obtained as colorless solid. Starting materials: BrCC=1N=C(OC1C(=O)OCC)C (ethyl 4-(bromomethyl)-2-methyl-1,3-oxazole-5-carboxylate), C(C)(=S)N (thioacetoamide). Solvent: C(C)O (ethanol). Reaction conditions: temperature 90 celsius. The product is SCC=1N=C(OC1C(=O)OCC)C (ethyl 4-(mercaptomethyl)-2-methyl-1,3-oxazole-5-carboxylate). Yield: 95.0%. Reaction SMILES: Br[CH2:2][C:3]1[N:4]=[C:5]([CH3:13])[O:6][C:7]=1[C:8]([O:10][CH2:11][CH3:12])=[O:9].C(N)(=[S:16])C>C(O)C>[SH:16][CH2:2][C:3]1[N:4]=[C:5]([CH3:13])[O:6][C:7]=1[C:8]([O:10][CH2:11][CH3:12])=[O:9]. Procedure: 5 mmol of ethyl 4-(bromomethyl)-2-methyl-1,3-oxazole-5-carboxylate was dissolved in 50 ml of ethanol, then 5.5 mmol of thioacetoamide was added, then heated up to 90° C. to carry out the reaction for 4 hours. The reacted liquid was cooled down to a room temperature. Ethanol is evaporated out and then the product was purified using column separation with solvents of ethyl acetate and hexane, obtaining ethyl 4-(mercaptomethyl)-2-methyl-1,3-oxazole-5-carboxylate (yield 95%).